From a dataset of the Open Reaction Database (ORD), a public repository of structured organic reaction records. describe an organic reaction: reactants, conditions, products, and yield Starting materials: COC(=O)C1=CC2=C(CC(O2)(C)C)C(=C1)OC1=CC(=C(C=C1)S(=O)(=O)C)Cl (4-(3-chloro-4-methanesulfonyl-phenoxy)-2,2-dimethyl-2,3-dihydro-benzofuran-6-carboxylic acid methyl ester), ClC=1C=C(C=CC1F)S(=O)(=O)C (3-chloro-4-fluoro-1-(methylsulfonyl)benzene), COC(=O)C1=CC2=C(CC(O2)(C)C)C(=C1)O (4-hydroxy-2,2-dimethyl-2,3-dihydrobenzofuran-6-carboxylic acid methyl ester). Yields the product COC(=O)C1=CC2=C(CC(O2)(C)C)C(=C1)OC1=C(C=C(C=C1)S(=O)(=O)C)Cl (4-(2-Chloro-4-methanesulfonyl-phenoxy)-2,2-dimethyl-2,3-dihydro-benzofuran-6-carboxylic acid methyl ester). Reaction SMILES: [CH3:1][O:2][C:3]([C:5]1[CH:15]=[C:14]([O:16][C:17]2[CH:22]=[CH:21][C:20]([S:23]([CH3:26])(=[O:25])=[O:24])=[C:19](Cl)[CH:18]=2)[C:8]2[CH2:9][C:10]([CH3:13])([CH3:12])[O:11][C:7]=2[CH:6]=1)=[O:4].[Cl:28]C1C=C(S(C)(=O)=O)C=CC=1F.COC(C1C=C(O)C2CC(C)(C)OC=2C=1)=O>>[CH3:1][O:2][C:3]([C:5]1[CH:15]=[C:14]([O:16][C:17]2[CH:22]=[CH:21][C:20]([S:23]([CH3:26])(=[O:25])=[O:24])=[CH:19][C:18]=2[Cl:28])[C:8]2[CH2:9][C:10]([CH3:12])([CH3:13])[O:11][C:7]=2[CH:6]=1)=[O:4]. Procedure: The title compound was prepared in a similar manner as described for Intermediate 118a, from 3-chloro-4-fluoro-1-(methylsulfonyl)benzene and 4-hydroxy-2,2-dimethyl-2,3-dihydro-benzofuran-6-carboxylic acid methyl ester (3e). 1H NMR (400 MHz, CDCl3) δ 8.07 (d, J=2.27 Hz, 1 H) 7.77 (dd, J=8.59, 2.27 Hz, 1 H) 7.29 (d, J=1.01 Hz, 1 H) 7.18 (d, J=1.26 Hz, 1 H) 6.98 (d, J=8.59 Hz, 1 H) 3.88 (s, 3 H) 3.10 (s, 3 H) 2.93 (s, 2 H) 1.50 (s, 6 H); LCMS for C19H19ClO6S m/z 411.00 (M+H)+. Starting materials: CCc1ccc(C(=O)OC)cc1O, CC#N, O=S(=O)(OCCCOC(F)(F)F)C(F)(F)F, [K+], [K+], O=C([O-])[O-]. Reaction SMILES: [CH3:1][O:2][C:3]([c:4]1[cH:5][c:6]([OH:12])[c:7]([CH2:10][CH3:11])[cH:8][cH:9]1)=[O:13].[CH3:36][C:37]#[N:38].[F:14][C:15]([O:16][CH2:17][CH2:18][CH2:19][O:20][S:21]([C:22]([F:23])([F:24])[F:25])(=[O:26])=[O:27])([F:28])[F:29].[K+:30].[K+:31].[O-:32][C:33]([O-:34])=[O:35]>>[CH3:1][O:2][C:3]([c:4]1[cH:5][c:6]([O:12][CH2:19][CH2:18][CH2:17][O:16][C:15]([F:14])([F:28])[F:29])[c:7]([CH2:10][CH3:11])[cH:8][cH:9]1)=[O:13]. Product: CCc1ccc(C(=O)OC)cc1OCCCOC(F)(F)F. Reactants: C(C(C)C)NC(C=CCCC#CC1=CC=CC=C1)=O (N-Isobutyl-7-phenylhept-2-en-6-ynamide), [H][H] (hydrogen), [H][H] (hydrogen). Reagents/catalysts: [Pd].[O-]S(=O)(=O)[O-].[Ba+2] (Pd BaSO4). Solvent: CO (methanol), CO (methanol). The product is C(C(C)C)NC(\C=C\CC\C=C/C1=CC=CC=C1)=O (N-isobutyl-7-phenylhepta-2E,6Z-dienamide). Yield: 60.5%. As a reaction SMILES: [CH2:1]([NH:5][C:6](=[O:19])[CH:7]=[CH:8][CH2:9][CH2:10][C:11]#[C:12][C:13]1[CH:18]=[CH:17][CH:16]=[CH:15][CH:14]=1)[CH:2]([CH3:4])[CH3:3].[H][H]>CO.[Pd].[O-]S([O-])(=O)=O.[Ba+2]>[CH2:1]([NH:5][C:6](=[O:19])/[CH:7]=[CH:8]/[CH2:9][CH2:10]/[CH:11]=[CH:12]\[C:13]1[CH:14]=[CH:15][CH:16]=[CH:17][CH:18]=1)[CH:2]([CH3:4])[CH3:3] |f:3.4.5|. Procedure details: N-Isobutyl-7-phenylhept-2-en-6-ynamide (100 mg) and 5% Pd/BaSO4 (17 ml) in dry methanol (3 ml) at 20° C. was treated with hydrogen until hydrogen uptake was 85% of theoretical. The mixture was diluted with methanol, filtered and the solvent was removed from the filtrate. The residue was treated with ether and the solvent removed in a stream of nitrogen. The product was purified by chromatography on silica (15 g), eluting with 1:1 ether:hexane grading to 100% ether to give N-isobutyl-7-phenylhept... The reactants are BrC=1C=C(C=O)C(=CC1)OCC1=CC=C(C=C1)OC (3-bromo-6-((4-methoxybenzyl)oxy)benzaldehyde), CN(C)C=O (DMF). The reagents and catalysts are [C-]#N.[C-]#N.[Zn+2] (Zn(CN)2), C=1C=CC(=CC1)[P](C=2C=CC=CC2)(C=3C=CC=CC3)[Pd]([P](C=4C=CC=CC4)(C=5C=CC=CC5)C=6C=CC=CC6)([P](C=7C=CC=CC7)(C=8C=CC=CC8)C=9C=CC=CC9)[P](C=1C=CC=CC1)(C=1C=CC=CC1)C=1C=CC=CC1 (Pd(PPh3)4). The solvent is [NH4+].[OH-] (NH4OH). Conditions: temperature 90 celsius, time 3 hour. The product is C(#N)C=1C=C(C=O)C(=CC1)OCC1=CC=C(C=C1)OC (3-cyano-6-((4-methoxybenzyl)oxy)benzaldehyde). Reaction SMILES: Br[C:2]1[CH:3]=[C:4]([C:7]([O:10][CH2:11][C:12]2[CH:17]=[CH:16][C:15]([O:18][CH3:19])=[CH:14][CH:13]=2)=[CH:8][CH:9]=1)[CH:5]=[O:6].[CH3:20][N:21](C=O)C>[NH4+].[OH-].[C-]#N.[C-]#N.[Zn+2].C1C=CC([P]([Pd]([P](C2C=CC=CC=2)(C2C=CC=CC=2)C2C=CC=CC=2)([P](C2C=CC=CC=2)(C2C=CC=CC=2)C2C=CC=CC=2)[P](C2C=CC=CC=2)(C2C=CC=CC=2)C2C=CC=CC=2)(C2C=CC=CC=2)C2C=CC=CC=2)=CC=1>[C:20]([C:2]1[CH:3]=[C:4]([C:7]([O:10][CH2:11][C:12]2[CH:17]=[CH:16][C:15]([O:18][CH3:19])=[CH:14][CH:13]=2)=[CH:8][CH:9]=1)[CH:5]=[O:6])#[N:21] |f:2.3,4.5.6,^1:35,37,56,75|. Procedure details: A mixture of 3-bromo-6-((4-methoxybenzyl)oxy)benzaldehyde (4 g), Zn(CN)2 (1 g) and Pd(PPh3)4 (4.32 g) in 40 mL DMF was stirred at 90° C. for 3 hours, cooled to ambient temperature and diluted with 100 mL 50% NH4OH. The aqueous layer was extracted with ethyl acetate (3×). The organic layer was dried, concentrated and purified on silica gel column (ethyl acetate/hexane, 1:4) to afford 2.8 g of 3-cyano-6-((4-methoxybenzyl)oxy)benzaldehyde as a yellow solid. The reactants are C(CC)OC1=C(C=C(C=O)C=C1)OC (4-(propyloxy)-3-methoxybenzaldehyde), NaBH. Solvent: CCO (EtOH). Run at temperature 0 celsius, time 2 hour. Yields the product C(CC)OC1=C(C=C(CO)C=C1)OC (4-(propyloxy)-3-methoxybenzyl alcohol). Yield: 92.4%. As a reaction SMILES: [CH2:1]([O:4][C:5]1[CH:12]=[CH:11][C:8]([CH:9]=[O:10])=[CH:7][C:6]=1[O:13][CH3:14])[CH2:2][CH3:3]>CCO>[CH2:1]([O:4][C:5]1[CH:12]=[CH:11][C:8]([CH2:9][OH:10])=[CH:7][C:6]=1[O:13][CH3:14])[CH2:2][CH3:3]. Reported procedure: Crude 4-(propyloxy)-3-methoxybenzaldehyde (2.55 g) was dissolved in EtOH (30 mL) and cooled to 0° C. NaBH (0.499 g, 13.2 mmol) was added portionwise. After the addition was completed, the ice-water bath was removed and the reaction mixture was stirred at room temperature for 2 hours. Water (50 mL) was added and the resulting mixture was extracted with diethyl ether (3×100 mL). The combined organic layers were dried over anhydrous MgSO4. Removal of the solvent gave a pale yellow oil which was pur... Starting materials: CC1CNCC1NC(=O)OC(C)(C)C, C1CCC2=NCCCN2CC1, CC#N, COc1c(F)c(F)cc2c(=O)c(C(=O)O)cn(C3CC3)c12. Product: COc1c(N2CC(C)C(NC(=O)OC(C)(C)C)C2)c(F)cc2c(=O)c(C(=O)O)cn(C3CC3)c12. As a reaction SMILES: [C:22]([CH3:23])([CH3:24])([CH3:25])[O:26][C:27](=[O:28])[NH:29][CH:30]1[CH2:31][NH:32][CH2:33][CH:34]1[CH3:35].[CH2:36]1[CH2:37][CH2:38][C:39]2=[N:44][CH2:43][CH2:42][CH2:41][N:40]2[CH2:45][CH2:46]1.[CH3:47][C:48]#[N:49].[CH:1]1([n:4]2[cH:5][c:6]([C:19](=[O:20])[OH:21])[c:7](=[O:18])[c:8]3[cH:9][c:10]([F:17])[c:11]([F:16])[c:12]([O:14][CH3:15])[c:13]23)[CH2:2][CH2:3]1>>[CH:1]1([n:4]2[cH:5][c:6]([C:19](=[O:20])[OH:21])[c:7](=[O:18])[c:8]3[cH:9][c:10]([F:17])[c:11]([N:32]4[CH2:31][CH:30]([NH:29][C:27]([O:26][C:22]([CH3:23])([CH3:24])[CH3:25])=[O:28])[CH:34]([CH3:35])[CH2:33]4)[c:12]([O:14][CH3:15])[c:13]23)[CH2:2][CH2:3]1.